Dataset: the Open Reaction Database (ORD), a public repository of structured organic reaction records. Task: describe an organic reaction: reactants, conditions, products, and yield Starting materials: C(C=C)OC=1C=C(C=C(C(=O)OC)C1)C(=O)OC (dimethyl 5-(allyloxy)isophthalate), CN(C1=CC=CC=C1)C (N,N-dimethylaniline). Solvent: CCOC(=O)C (EtOAc). The product is C(C=C)C1=C(C=C(C(=O)OC)C=C1O)C(=O)OC (Dimethyl 4-allyl-5-hydroxyisophthalate). Isolated yield 70.0%. As a reaction SMILES: C([O:4][C:5]1[CH:6]=[C:7]([C:15]([O:17][CH3:18])=[O:16])[CH:8]=[C:9]([CH:14]=1)[C:10]([O:12][CH3:13])=[O:11])C=C.CN(C)[C:21]1[CH:26]=CC=C[CH:22]=1>CCOC(C)=O>[CH2:26]([C:14]1[C:5]([OH:4])=[CH:6][C:7]([C:15]([O:17][CH3:18])=[O:16])=[CH:8][C:9]=1[C:10]([O:12][CH3:13])=[O:11])[CH:21]=[CH2:22]. Procedure details: A solution of dimethyl 5-(allyloxy)isophthalate (1.5 g, 5.994 mmol) in N,N-dimethylaniline (15 mL) was heat at 200° C. for 14 hours. After it was cooled to room temperature, the reaction was diluted with EtOAc, washed with 0.5 N HCl, brine, and dried with Na2SO4. The solvent was evaporated under reduced pressure. The desired product was purified via silica gel gradient column chromatography with EtOAc/Hex (10-25%) to afford the title compound (750 mg, yield 70%) as a white solid. 1H NMR (300 MHz... Starting materials: CC(=O)[O-], CC(=O)CC(C)=O, CCO, Nc1ccc(OC(F)(F)F)cc1, [K+], O=N[O-], [Na+], O, O=[N+]([O-])O, O=P(O)(O)O. Yields the product CC(=O)C(=NNc1ccc(OC(F)(F)F)cc1)C(C)=O. Reaction SMILES: [CH3:27][C:28](=[O:29])[O-:30].[CH3:31][C:32](=[O:33])[CH2:34][C:35]([CH3:36])=[O:37].[CH3:39][CH2:40][OH:41].[F:1][C:2]([O:3][c:4]1[cH:5][cH:6][c:7]([NH2:8])[cH:9][cH:10]1)([F:11])[F:12].[K+:26].[N:22]([O-:23])=[O:24].[Na+:25].[OH2:38].[OH:18][N+:19](=[O:20])[O-:21].[P:13](=[O:14])([OH:15])([OH:16])[OH:17]>>[F:1][C:2]([O:3][c:4]1[cH:5][cH:6][c:7]([NH:8][N:22]=[C:34]([C:32]([CH3:31])=[O:33])[C:35]([CH3:36])=[O:37])[cH:9][cH:10]1)([F:11])[F:12]. Reactants: OC1=CC=C(C=C1)CC1=CC=C(C=C1)O (bis(4-hydroxyphenyl)methane), C(Cl)Cl (methylene chloride), CN(C)C (trimethylamine), ClC(=O)OCC#C (propargyl chloroformate). The solvent is C(Cl)Cl.O (methylene chloride water). The product is C(C#C)OC(=O)OC1=CC=C(C=C1)CC1=CC=C(C=C1)OC(=O)OCC#C (Bis(4-propargyloxycarbonyloxyphenyl)methane). The yield is 93.6%. As a reaction SMILES: [OH:1][C:2]1[CH:7]=[CH:6][C:5]([CH2:8][C:9]2[CH:14]=[CH:13][C:12]([OH:15])=[CH:11][CH:10]=2)=[CH:4][CH:3]=1.C(Cl)Cl.CN(C)C.Cl[C:24]([O:26][CH2:27][C:28]#[CH:29])=[O:25]>C(Cl)Cl.O>[CH2:27]([O:26][C:24]([O:1][C:2]1[CH:3]=[CH:4][C:5]([CH2:8][C:9]2[CH:14]=[CH:13][C:12]([O:15][C:24]([O:26][CH2:27][C:28]#[CH:29])=[O:25])=[CH:11][CH:10]=2)=[CH:6][CH:7]=1)=[O:25])[C:28]#[CH:29] |f:4.5|. Procedure: A flask equipped with a stirrer, thermometer, nitrogen gas tube and reflux condenser was charged with 20.0 g of bis(4-hydroxyphenyl)methane, 50.0 g of methylene chloride and 23.0 g of trimethylamine. To the flask was added 26.0 g of propargyl chloroformate dropwise over one hour and the mixture was allowed to react for 6 hours at 30° C. After the reaction, the reaction mixture was treated with methylene chloride-water mixture and the organic phase was separated followed by drying over magnesium ...